From a dataset of the Open Reaction Database (ORD), a public repository of structured organic reaction records. describe an organic reaction: reactants, conditions, products, and yield Procedure details: 3-Morpholinopropylamine (290 mg, 2 mmol) was added to a solution of 6-carboxy-4-(4-chloro-2-fluoroanilino)-7-methoxyquinoline (200 mg, 0.5 mmol), 1-(3-dimethylaminopropyl)-3-ethylcarbodiimide hydrochloride (191 mg, 1 mmol) and 1-hydroybenzotriazole hydrate (135 mg, 1 mmol) in DMF (15 ml). The mixture was stirred at ambient temperature for 2 hours. The solution was partitioned between water (100 ml) and methylene chloride. The organic layer was washed with brine and dried by passing through phase... Yield: 40.2%. Yields the product ClC1=CC(=C(NC2=CC=NC3=CC(=C(C=C23)C(NCCCN2CCOCC2)=O)OC)C=C1)F (4-(4-chloro-2-fluoroanilino)-7-methoxy-6-(N-[3-morpholinopropyl]carbamoyl)quinoline). RXN SMILES: [O:1]1[CH2:6][CH2:5][N:4]([CH2:7][CH2:8][CH2:9][NH2:10])[CH2:3][CH2:2]1.[C:11]([C:14]1[CH:15]=[C:16]2[C:21](=[CH:22][C:23]=1[O:24][CH3:25])[N:20]=[CH:19][CH:18]=[C:17]2[NH:26][C:27]1[CH:32]=[CH:31][C:30]([Cl:33])=[CH:29][C:28]=1[F:34])(O)=[O:12].Cl.CN(C)CCCN=C=NCC>CN(C=O)C>[Cl:33][C:30]1[CH:31]=[CH:32][C:27]([NH:26][C:17]2[C:16]3[C:21](=[CH:22][C:23]([O:24][CH3:25])=[C:14]([C:11](=[O:12])[NH:10][CH2:9][CH2:8][CH2:7][N:4]4[CH2:5][CH2:6][O:1][CH2:2][CH2:3]4)[CH:15]=3)[N:20]=[CH:19][CH:18]=2)=[C:28]([F:34])[CH:29]=1 |f:2.3|. Reactants: O1CCN(CC1)CCCN (3-Morpholinopropylamine), C(=O)(O)C=1C=C2C(=CC=NC2=CC1OC)NC1=C(C=C(C=C1)Cl)F (6-carboxy-4-(4-chloro-2-fluoroanilino)-7-methoxyquinoline), Cl.CN(CCCN=C=NCC)C (1-(3-dimethylaminopropyl)-3-ethylcarbodiimide hydrochloride), hydrate. Conditions: time 2 hour. The solvent is CN(C)C=O (DMF). Reactants: C(#C)C1=CC(=C(C=N1)N)C=1C(=NC=C(C1)C1=CC=C(C=C1)CN1CCCCC1)F (6′-ethynyl-2-fluoro-5-(4-piperidin-1-ylmethylphenyl)-[3,4]bipyridinyl-3′-ylamine), N(=[N+]=[N-])CC1=CC=CC=C1 (azidomethylbenzene). Reagents/catalysts: [Cu]I (copper (I) iodide). The solvent is CN(C=O)C (N,N-dimethylformamide), C(Cl)Cl (DCM), CO (methanol). Reaction conditions: temperature 60 celsius. The product is C(C1=CC=CC=C1)N1N=NC(=C1)C1=CC=2C3=C(NC2C=N1)N=CC(=C3)C3=CC=C(C=C3)CN3CCCCC3 (6-(1-Benzyl-1H-1,2,3-triazol-4-yl)-3-(4-piperidin-1-ylmethylphenyl)-9H-dipyrido[2,3-b;4′,3′-d]pyrrole). As a reaction SMILES: [C:1]([C:3]1[N:8]=[CH:7][C:6]([NH2:9])=[C:5]([C:10]2[C:11](F)=[N:12][CH:13]=[C:14]([C:16]3[CH:21]=[CH:20][C:19]([CH2:22][N:23]4[CH2:28][CH2:27][CH2:26][CH2:25][CH2:24]4)=[CH:18][CH:17]=3)[CH:15]=2)[CH:4]=1)#[CH:2].[N:30]([CH2:33][C:34]1[CH:39]=[CH:38][CH:37]=[CH:36][CH:35]=1)=[N+:31]=[N-:32]>CN(C)C=O.C(Cl)Cl.CO.[Cu]I>[CH2:33]([N:30]1[CH:2]=[C:1]([C:3]2[N:8]=[CH:7][C:6]3[NH:9][C:11]4[N:12]=[CH:13][C:14]([C:16]5[CH:21]=[CH:20][C:19]([CH2:22][N:23]6[CH2:28][CH2:27][CH2:26][CH2:25][CH2:24]6)=[CH:18][CH:17]=5)=[CH:15][C:10]=4[C:5]=3[CH:4]=2)[N:32]=[N:31]1)[C:34]1[CH:39]=[CH:38][CH:37]=[CH:36][CH:35]=1. Procedure: A mixture of 6′-ethynyl-2-fluoro-5-(4-piperidin-1-ylmethylphenyl)-[3,4]bipyridinyl-3′-ylamine (60 mg, 0.16 mmol), copper (I) iodide (3.0 mg, 0.016 mmol), and azidomethylbenzene (29 mg, 0.22 mmol) in N,N-dimethylformamide (2 mL) was heated at 60° C. for 2 h. The cooled reaction mixture was diluted with DCM (20 mL) and methanol (2 mL) and washed with water (15 mL). The organic phase was separated, dried over sodium sulfate, filtered and evaporated in vacuo to afford a brown residue that was taken ... Starting materials: CC(C)=C(Cl)N(C)C, ClCCl, O=C(O)c1cc(Oc2ncc(C(=O)N3CCC3)cc2Cl)cc(OC2CCOC2)c1, Cc1csc(N)n1, c1ccncc1. Yields the product Cc1csc(NC(=O)c2cc(Oc3ncc(C(=O)N4CCC4)cc3Cl)cc(OC3CCOC3)c2)n1. Reaction SMILES: [Cl:1][C:2]([N:3]([CH3:4])[CH3:5])=[C:6]([CH3:7])[CH3:8].[Cl:51][CH2:52][Cl:53].[N:9]1([C:13](=[O:14])[c:15]2[cH:16][c:17]([Cl:37])[c:18]([O:21][c:22]3[cH:23][c:24]([C:25](=[O:26])[OH:27])[cH:28][c:29]([O:31][CH:32]4[CH2:33][O:34][CH2:35][CH2:36]4)[cH:30]3)[n:19][cH:20]2)[CH2:10][CH2:11][CH2:12]1.[NH2:38][c:39]1[s:40][cH:41][c:42]([CH3:44])[n:43]1.[cH:45]1[cH:46][cH:47][n:48][cH:49][cH:50]1>>[N:9]1([C:13](=[O:14])[c:15]2[cH:16][c:17]([Cl:37])[c:18]([O:21][c:22]3[cH:23][c:24]([C:25](=[O:27])[NH:38][c:39]4[s:40][cH:41][c:42]([CH3:44])[n:43]4)[cH:28][c:29]([O:31][CH:32]4[CH2:33][O:34][CH2:35][CH2:36]4)[cH:30]3)[n:19][cH:20]2)[CH2:10][CH2:11][CH2:12]1. The reactants are C(C)OC(=O)C1NC2=CC=CC=C2C1 (indoline-2-carboxylic acid ethyl ester), C([O-])([O-])=O.[K+].[K+] (potassium carbonate), C(C(=C)C)(=O)Cl (methacryloyl chloride). The solvent is C(Cl)Cl (methylene chloride), C(Cl)Cl (methylene chloride). Run at time 3 hour. Yields the product C(C)OC(=O)C1N(C2=CC=CC=C2C1)C(C(=C)C)=O (1-methacryloylindoline-2-carboxylic acid ethyl ester). Reaction SMILES: [CH2:1]([O:3][C:4]([CH:6]1[CH2:14][C:13]2[C:8](=[CH:9][CH:10]=[CH:11][CH:12]=2)[NH:7]1)=[O:5])[CH3:2].C(=O)([O-])[O-].[K+].[K+].[C:21](Cl)(=[O:25])[C:22]([CH3:24])=[CH2:23]>C(Cl)Cl>[CH2:1]([O:3][C:4]([CH:6]1[CH2:14][C:13]2[C:8](=[CH:9][CH:10]=[CH:11][CH:12]=2)[N:7]1[C:21](=[O:25])[C:22]([CH3:24])=[CH2:23])=[O:5])[CH3:2] |f:1.2.3|. Procedure: The starting material is prepared as follows: To the mixture of 3.0 g of indoline-2-carboxylic acid ethyl ester, 4.3 g of powdered potassium carbonate and 30 ml of methylene chloride is added 1.64 g of methacryloyl chloride in 5 ml of methylene chloride during 1 minute. After stirring at room temperature for 3 hours the mixture is partitioned between 50 ml of water and 100 ml of diethyl ether. The organic layer is washed with 30 ml of 1N hydrochloric acid and 25 ml of saturated sodium chloride, ... Reactants: COC1=CC=C(C=C1)B(O)O (4-methoxybenzene boronic acid), Cl.BrC1=CC=NC=C1 (4-bromopyridine hydrochloride), C(OC)COC (dimethoxyethane), C([O-])([O-])=O.[Na+].[Na+] (sodium carbonate). Reagents/catalysts: C1(=CC=CC=C1)P(C1=CC=CC=C1)CCCC[Pd-](Cl)Cl (diphenylphosphinobutylpalladium (II) dichloride). Run in C(C)(=O)OCC (ethyl acetate). Run at temperature 85 celsius, time 1.5 hour. Product: COC1=CC=C(C=C1)C1=CC=NC=C1 (4-(4-Methoxyphenyl)pyridine). Reaction SMILES: [CH3:1][O:2][C:3]1[CH:8]=[CH:7][C:6](B(O)O)=[CH:5][CH:4]=1.Cl.Br[C:14]1[CH:19]=[CH:18][N:17]=[CH:16][CH:15]=1.C(COC)OC.C(=O)([O-])[O-].[Na+].[Na+]>C(OCC)(=O)C.C1(P(CCCC[Pd-](Cl)Cl)C2C=CC=CC=2)C=CC=CC=1>[CH3:1][O:2][C:3]1[CH:8]=[CH:7][C:6]([C:14]2[CH:19]=[CH:18][N:17]=[CH:16][CH:15]=2)=[CH:5][CH:4]=1 |f:1.2,4.5.6|. Procedure: A mixture of 4-methoxybenzene boronic acid (2 g, 13.15 mmol), 4-bromopyridine hydrochloride (3.84 g, 19.72 mmol), diphenylphosphinobutylpalladium (II) dichloride (100 mg), dimethoxyethane (50 ml) and 2M sodium carbonate solution (30 ml) were stirred at 85° C. for 1.5 hours under a nitrogen atmosphere. The solution was allowed to cool to ambient temperature, diluted with ethyl acetate (150 ml) and washed with water (150 ml). The aqueous layer was extracted with ethyl acetate (2×100 ml). The combi... The reactants are CC1=C(C=CC(=C1)C(CC)=O)C1=CC(=CC=C1)COC=1C=C(C(C(=O)OC)=CC1)C(=O)OC (dimethyl 4-(2′-methyl-4′-propionylbiphenyl-3-ylmethoxy)phthalate), [H-].[Al+3].[Li+].[H-].[H-].[H-] (lithium aluminium hydride). Product: OCC=1C=C(OCC=2C=C(C=CC2)C2=C(C=C(C=C2)C(CC)O)C)C=CC1CO (1-[3′-(3,4-Bis-hydroxymethylphenoxymethyl)-2-methylbiphenyl-4-yl]-1-propanol). Reaction SMILES: [CH3:1][C:2]1[CH:7]=[C:6]([C:8](=[O:11])[CH2:9][CH3:10])[CH:5]=[CH:4][C:3]=1[C:12]1[CH:17]=[CH:16][CH:15]=[C:14]([CH2:18][O:19][C:20]2[CH:21]=[C:22]([C:30](OC)=[O:31])[C:23](=[CH:28][CH:29]=2)[C:24](OC)=[O:25])[CH:13]=1.[H-].[Al+3].[Li+].[H-].[H-].[H-]>>[OH:31][CH2:30][C:22]1[CH:21]=[C:20]([CH:29]=[CH:28][C:23]=1[CH2:24][OH:25])[O:19][CH2:18][C:14]1[CH:13]=[C:12]([C:3]2[CH:4]=[CH:5][C:6]([CH:8]([OH:11])[CH2:9][CH3:10])=[CH:7][C:2]=2[CH3:1])[CH:17]=[CH:16][CH:15]=1 |f:1.2.3.4.5.6|. Reported procedure: In a manner similar to that of Example 20(e), by reaction of 900 mg (2 mmol) of dimethyl 4-(2′-methyl-4′-propionylbiphenyl-3-ylmethoxy)phthalate (described in Example 22(f)) with 300 mg (8 mmol) of lithium aluminium hydride, the desired product is obtained in the form of a white solid (m.p.=78° C.; m=737 mg; Y=94%). Reactants: C(C)(C)N1N=CC(=C1)C(=O)Cl (1-isopropyl-1H-pyrazole-4-carbonyl chloride), CN(C)C=O (DMF), methyl 3-hydroxy 5-isoxazole carboxylate, C([O-])([O-])=O.[K+].[K+] (potassium carbonate), [I-].[K+] (potassium iodide), BrCC(=O)OCC (ethyl bromoacetate), ClC1=CC=C(C=C1)N(C(C)=O)[C@@H]1C[C@@H](N(C2=CC=CC=C12)C(=O)C=1C=NN(C1)C(C)C)C (N-(4-chlorophenyl)-N-{(2S,4R)-1-[(1-isopropyl-1H-pyrazol-4-yl)carbonyl]-2-methyl-1,2,3,4-tetrahydroquinolin-4-yl}acetamide), Methyl 3-hydroxy 5-isoxazole carboxylate. The solvent is O (Water). Yields the product C(C)(=O)N([C@@H]1C[C@@H](N(C2=CC=CC=C12)C(=O)C1=CC(=NO1)OCC(=O)OCC)C)C1=CC=C(C=C1)Cl (Ethyl [(5-{[(2S,4R)-4-[acetyl(4-chlorophenyl)amino]-2-methyl-3,4-dihydroquinolin-1(2H)-yl]carbonyl}isoxazol-3-yl)oxy]acetate), (Ethyl {[15-chlorocarbonyl)isoxazol-3-yl]oxy}acetate, C(C)OC(COC1=NOC(=C1)C(=O)OC)=O (methyl 3-(2-ethoxy-2-oxoethoxy)isoxazole-5-carboxylate). The yield is 60.0%. Reaction SMILES: [Cl:1][C:2]1[CH:7]=[CH:6][C:5]([N:8]([C@H:12]2[C:21]3[C:16](=[CH:17][CH:18]=[CH:19][CH:20]=3)[N:15]([C:22]([C:24]3[CH:25]=[N:26]N(C(C)C)C=3)=[O:23])[C@@H:14]([CH3:32])[CH2:13]2)[C:9](=[O:11])[CH3:10])=[CH:4][CH:3]=1.C([N:36]1[CH:40]=[C:39]([C:41](Cl)=[O:42])C=N1)(C)C.Br[CH2:45][C:46]([O:48][CH2:49][CH3:50])=[O:47].[C:51](=[O:54])([O-])[O-:52].[K+].[K+].[I-].[K+].CN([CH:62]=[O:63])C>O>[C:9]([N:8]([C:5]1[CH:4]=[CH:3][C:2]([Cl:1])=[CH:7][CH:6]=1)[C@H:12]1[C:21]2[C:16](=[CH:17][CH:18]=[CH:19][CH:20]=2)[N:15]([C:22]([C:41]2[O:42][N:36]=[C:40]([O:52][CH2:45][C:46]([O:48][CH2:49][CH3:50])=[O:47])[CH:39]=2)=[O:23])[C@@H:14]([CH3:32])[CH2:13]1)(=[O:11])[CH3:10].[CH2:41]([O:42][C:62](=[O:63])[CH2:51][O:54][C:25]1[CH:24]=[C:22]([C:46]([O:48][CH3:49])=[O:47])[O:23][N:26]=1)[CH3:39] |f:3.4.5,6.7|. Procedure details: Ethyl [(5-{[(2S,4R)-4-[acetyl(4-chlorophenyl)amino]-2-methyl-3,4-dihydroquinolin-1(2H)-yl]carbonyl}isoxazol-3-yl)oxy]acetate was prepared following the procedure for N-(4-chlorophenyl)-N-{(2S,4R)-1-[(1-isopropyl-1H-pyrazol-4-yl)carbonyl]-2-methyl-1,2,3,4-tetrahydroquinolin-4-yl}acetamide substituting ethyl {[5-(chlorocarbonyl)isoxazol-3-yl]oxy}acetate for 1-isopropyl-1H-pyrazole-4-carbonyl chloride. (Ethyl {[15-chlorocarbonyl)isoxazol-3-yl]oxy}acetate was prepared in 4 steps from methyl 3-hydrox... The reactants are C1CCOC1, CC(C)=O, C#CC=O, CC(C)c1nc(-c2ccc(F)cc2)c(-c2ccc(F)cc2)[nH]1. Yields the product CC(C)c1nc(-c2ccc(F)cc2)c(-c2ccc(F)cc2)n1C=CC=O. Reaction SMILES: [CH2:27]1[O:28][CH2:29][CH2:30][CH2:31]1.[CH3:32][C:33](=[O:34])[CH3:35].[CH:23]([C:24]#[CH:25])=[O:26].[F:1][c:2]1[cH:3][cH:4][c:5](-[c:8]2[n:9][c:10]([CH:20]([CH3:21])[CH3:22])[nH:11][c:12]2-[c:13]2[cH:14][cH:15][c:16]([F:19])[cH:17][cH:18]2)[cH:6][cH:7]1>>[F:1][c:2]1[cH:3][cH:4][c:5](-[c:8]2[n:9]([CH:25]=[CH:24][CH:23]=[O:26])[c:10]([CH:20]([CH3:21])[CH3:22])[n:11][c:12]2-[c:13]2[cH:14][cH:15][c:16]([F:19])[cH:17][cH:18]2)[cH:6][cH:7]1. Reactants: N#Cc1ccc(C=O)cc1, OCCO, Cc1ccc(S(=O)(=O)O)cc1, Cc1ccccc1, O. Yields the product N#Cc1ccc(C2OCCO2)cc1. RXN SMILES: [C:1](#[N:2])[c:3]1[cH:4][cH:5][c:6]([CH:7]=[O:8])[cH:9][cH:10]1.[CH2:11]([CH2:12][OH:13])[OH:14].[CH3:15][c:16]1[cH:17][cH:18][c:19]([S:20]([OH:21])(=[O:22])=[O:23])[cH:24][cH:25]1.[CH3:27][c:28]1[cH:29][cH:30][cH:31][cH:32][cH:33]1.[OH2:26]>>[C:1](#[N:2])[c:3]1[cH:4][cH:5][c:6]([CH:7]2[O:8][CH2:11][CH2:12][O:13]2)[cH:9][cH:10]1.